This data is from the Open Reaction Database (ORD), a public repository of structured organic reaction records. The task is: describe an organic reaction: reactants, conditions, products, and yield Starting materials: C(C)(=O)C1=CC=CC=C1 (acetophenone), ketone, C(C1=CC=CC=C1)=O (benzaldehyde), C(C1=CC=CC=C1)=O (benzaldehyde), B (borane), substituted pyridines, B.C(C)C=1C=CC(=NC1)C (5-ethyl-2-methylpyridine borane). The product is C(C1=CC=CC=C1)O (benzyl alcohol), C(CC1=CC=CC=C1)O (phenethylalcohol). Reaction SMILES: B.[CH:2](=[O:9])[C:3]1[CH:8]=[CH:7][CH:6]=[CH:5][CH:4]=1.C(C1C=CC=CC=1)(=[O:12])C.B.[CH2:20]([C:22]1[CH:23]=[CH:24][C:25]([CH3:28])=N[CH:27]=1)[CH3:21]>>[CH2:2]([OH:9])[C:3]1[CH:8]=[CH:7][CH:6]=[CH:5][CH:4]=1.[CH2:21]([OH:12])[CH2:20][C:22]1[CH:23]=[CH:24][CH:25]=[CH:28][CH:27]=1 |f:3.4|. Procedure: The chemoselectivity of the new borane complexes with substituted pyridines (1) in reduction reactions was investigated in a competitive reactivity study by reacting equimolar amounts of benzaldehyde and acetophenone with 5-ethyl-2-methylpyridine borane (1 equivalent of borane hydride relative to 1 equivalent of benzaldehyde, see example 10). The reaction was immediate and exothermic taking the reaction temperature to 70° C. The benzaldehyde was reduced much faster than the ketone, resulting in ...